Dataset: the Open Reaction Database (ORD), a public repository of structured organic reaction records. Task: describe an organic reaction: reactants, conditions, products, and yield The reactants are O[C@H](CO)C1=NC(=NC(=C1)C1=CC=C(C=C1)OC1=CC=C(C=C1)F)C(=O)N ((S)-4-(1,2-dihydroxyethyl)-6-(4-(4-fluorophenoxy)phenyl)pyrimidine-2-carboxamide), FC1=CC=C(OC2=CC=C(C=C2)C2=NC(=CC(=N2)C(=O)OC)C=C)C=C1 (methyl 2-(4-(4-fluorophenoxy)phenyl)-6-vinylpyrimidine-4-carboxylate), C(C)(C)O (isopropyl alcohol). The product is O[C@H](CO)C1=CC(=NC(=N1)C1=CC=C(C=C1)OC1=CC=C(C=C1)F)C(=O)O ((S)-6-(1,2-dihydroxyethyl)-2-(4-(4-fluorophenoxy)phenyl)pyrimidine-4-carboxylic acid). Isolated yield 80.0%. As a reaction SMILES: O[C@@H](C1C=[C:9]([C:11]2[CH:16]=[CH:15][C:14]([O:17][C:18]3[CH:23]=[CH:22][C:21]([F:24])=[CH:20][CH:19]=3)=[CH:13][CH:12]=2)[N:8]=[C:7]([C:25](N)=[O:26])N=1)CO.FC1C=CC(OC2C=CC(C3[N:45]=[C:44]([C:46]([O:48]C)=[O:47])[CH:43]=C(C=C)N=3)=CC=2)=CC=1.[CH:54]([OH:57])(C)C>>[OH:26][C@@H:25]([C:7]1[N:8]=[C:9]([C:11]2[CH:12]=[CH:13][C:14]([O:17][C:18]3[CH:19]=[CH:20][C:21]([F:24])=[CH:22][CH:23]=3)=[CH:15][CH:16]=2)[N:45]=[C:44]([C:46]([OH:48])=[O:47])[CH:43]=1)[CH2:54][OH:57]. Procedure details: (S)-6-(1,2-dihydroxyethyl)-2-(4-(4-fluorophenoxy)phenyl)pyrimidine-4-carboxylic acid (25) was prepared in a similar fashion to compound 20 (Scheme 3) using AD mix-α (1.51 g) and compound 24 (360 mg, 1.03 mmol) in aqueous isopropyl alcohol (i-PrOH:H2O=1:1). (304 mg, 80% yield); LC/MS: m/z=371[M+H]+. Starting materials: COCC(C)N, O=C=NCCCl, O=CC(O)C(O)C(O)C(O)CO. Product: COCC(C)N(C(=O)NCCCl)C1OC(CO)C(O)C(O)C1O. RXN SMILES: [CH3:13][CH:14]([CH2:15][O:16][CH3:17])[NH2:18].[Cl:19][CH2:20][CH2:21][N:22]=[C:23]=[O:24].[O:1]=[CH:2][CH:3]([OH:4])[CH:5]([OH:6])[CH:7]([OH:8])[CH:9]([OH:10])[CH2:11][OH:12]>>[CH:2]1([N:18]([CH:14]([CH3:13])[CH2:15][O:16][CH3:17])[C:23]([NH:22][CH2:21][CH2:20][Cl:19])=[O:24])[CH:3]([OH:4])[CH:5]([OH:6])[CH:7]([OH:8])[CH:9]([CH2:11][OH:12])[O:10]1. Yield: 74.5%. The solvent is C(C)O (ethanol). Reactants: C(C1=CC=CC=C1)OC(CNC(C1=CC(=CC=C1)[N+](=O)[O-])=O)=O (N-(3-nitrobenzoyl)glycine benzyl ester), [Cl-].[NH4+] (ammonium chloride). Reaction SMILES: [CH2:1]([O:8][C:9](=[O:23])[CH2:10][NH:11][C:12](=[O:22])[C:13]1[CH:18]=[CH:17][CH:16]=[C:15]([N+:19]([O-])=O)[CH:14]=1)[C:2]1[CH:7]=[CH:6][CH:5]=[CH:4][CH:3]=1.[Cl-].[NH4+]>C(O)C.[Fe]>[CH2:1]([O:8][C:9](=[O:23])[CH2:10][NH:11][C:12](=[O:22])[C:13]1[CH:18]=[CH:17][CH:16]=[C:15]([NH2:19])[CH:14]=1)[C:2]1[CH:7]=[CH:6][CH:5]=[CH:4][CH:3]=1 |f:1.2|. Procedure: To a solution of N-(3-nitrobenzoyl)glycine benzyl ester (5.98 g) in 90% aqueous ethanol (150 ml) was added ammonium chloride (3.56 g). To the mixture was added portionwise iron powder (5.31 g) under stirring and refluxing. After the addition was completed, the mixture was refluxed for 2 hours under stirring. The reaction mixture was hot-filtered. The filtrate and the washings were combined and evaporated in vacuo. To the aqueous residue were added water and ethyl acetate under stirring. The sepa... Reagents/catalysts: [Fe] (iron). The product is C(C1=CC=CC=C1)OC(CNC(C1=CC(=CC=C1)N)=O)=O (N-(3-aminobenzoyl)glycine benzyl ester). Reactants: CCOC(=O)CC(Cc1ccc(-c2cccc([N+](=O)[O-])c2)cc1)NC(=O)CCC(=O)OC, CCO. The product is CCOC(=O)CC(Cc1ccc(-c2cccc(N)c2)cc1)NC(=O)CCC(=O)OC. As a reaction SMILES: [CH3:1][O:2][C:3]([CH2:4][CH2:5][C:6](=[O:7])[NH:8][CH:9]([CH2:10][C:11](=[O:12])[O:13][CH2:14][CH3:15])[CH2:16][c:17]1[cH:18][cH:19][c:20](-[c:23]2[cH:24][c:25]([N+:29]([O-:30])=[O:31])[cH:26][cH:27][cH:28]2)[cH:21][cH:22]1)=[O:32].[CH3:33][CH2:34][OH:35]>>[CH3:1][O:2][C:3]([CH2:4][CH2:5][C:6](=[O:7])[NH:8][CH:9]([CH2:10][C:11](=[O:12])[O:13][CH2:14][CH3:15])[CH2:16][c:17]1[cH:18][cH:19][c:20](-[c:23]2[cH:24][c:25]([NH2:29])[cH:26][cH:27][cH:28]2)[cH:21][cH:22]1)=[O:32]. The reactants are CCc1cc(C(=O)O)cc(C#N)c1OC, Cc1ccccc1, CN(C)C=O, O=S(Cl)Cl. Product: CCc1cc(C(=O)Cl)cc(C#N)c1OC. RXN SMILES: [C:1](#[N:2])[c:3]1[cH:4][c:5]([C:6](=[O:7])[OH:8])[cH:9][c:10]([CH2:14][CH3:15])[c:11]1[O:12][CH3:13].[CH3:16][c:17]1[cH:18][cH:19][cH:20][cH:21][cH:22]1.[CH3:27][N:28]([CH3:29])[CH:30]=[O:31].[S:23]([Cl:24])([Cl:25])=[O:26]>>[C:1](#[N:2])[c:3]1[cH:4][c:5]([C:6](=[O:7])[Cl:25])[cH:9][c:10]([CH2:14][CH3:15])[c:11]1[O:12][CH3:13]. Reactants: CC1(C)Cc2cccc(CC3CCC4(CC3)OCCO4)c2O1, CCO. The product is CC1(C)Cc2cccc(C=C3CCC4(CC3)OCCO4)c2O1. Reaction SMILES: [CH3:1][C:2]1([CH3:22])[O:3][c:4]2[c:5]([cH:7][cH:8][cH:9][c:10]2[CH2:11][CH:12]2[CH2:13][CH2:14][C:15]3([O:16][CH2:17][CH2:18][O:19]3)[CH2:20][CH2:21]2)[CH2:6]1.[CH3:23][CH2:24][OH:25]>>[CH3:1][C:2]1([CH3:22])[O:3][c:4]2[c:5]([cH:7][cH:8][cH:9][c:10]2[CH:11]=[C:12]2[CH2:13][CH2:14][C:15]3([O:16][CH2:17][CH2:18][O:19]3)[CH2:20][CH2:21]2)[CH2:6]1. Starting materials: CO, Cl, COC(=O)c1ccc(C(C)=NO)s1. RXN SMILES: [CH3:15][OH:16].[ClH:14].[OH:1][N:2]=[C:3]([CH3:4])[c:5]1[cH:6][cH:7][c:8]([C:10](=[O:11])[O:12][CH3:13])[s:9]1>>[ClH:14].[NH2:2][CH:3]([CH3:4])[c:5]1[cH:6][cH:7][c:8]([C:10](=[O:11])[O:12][CH3:13])[s:9]1. Product: Cl, COC(=O)c1ccc(C(C)N)s1.